This data is from the Open Reaction Database (ORD), a public repository of structured organic reaction records. The task is: describe an organic reaction: reactants, conditions, products, and yield Reactants: CC(C)(C)Oc1ccc(CC(NC(=O)C(CC(N)=O)NC(=O)c2ccc3ccccc3c2)C(O)CNC(=O)C2CCCN2C(C)(C)C)cc1, CCOC(C)=O, Cl. The product is Cl, CC(C)(C)N1CCCC1C(=O)NCC(O)C(Cc1ccc(O)cc1)NC(=O)C(CC(N)=O)NC(=O)c1ccc2ccccc2c1. As a reaction SMILES: [C:1]([CH3:2])([CH3:3])([CH3:4])[O:5][c:6]1[cH:7][cH:8][c:9]([CH2:12][CH:13]([CH:14]([CH2:15][NH:16][C:17]([CH:18]2[N:19]([C:23]([CH3:24])([CH3:25])[CH3:26])[CH2:20][CH2:21][CH2:22]2)=[O:27])[OH:28])[NH:29][C:30]([CH:31]([NH:32][C:33](=[O:34])[c:35]2[cH:36][c:37]3[cH:38][cH:39][cH:40][cH:41][c:42]3[cH:43][cH:44]2)[CH2:45][C:46]([NH2:47])=[O:48])=[O:49])[cH:10][cH:11]1.[CH3:51][CH2:52][O:53][C:54](=[O:55])[CH3:56].[ClH:50]>>[ClH:50].[OH:5][c:6]1[cH:7][cH:8][c:9]([CH2:12][CH:13]([CH:14]([CH2:15][NH:16][C:17]([CH:18]2[N:19]([C:23]([CH3:24])([CH3:25])[CH3:26])[CH2:20][CH2:21][CH2:22]2)=[O:27])[OH:28])[NH:29][C:30]([CH:31]([NH:32][C:33](=[O:34])[c:35]2[cH:36][c:37]3[cH:38][cH:39][cH:40][cH:41][c:42]3[cH:43][cH:44]2)[CH2:45][C:46]([NH2:47])=[O:48])=[O:49])[cH:10][cH:11]1.